This data is from the Open Reaction Database (ORD), a public repository of structured organic reaction records. The task is: describe an organic reaction: reactants, conditions, products, and yield Reactants: COc1ccc2c(c1)N(C1CCNCC1)CC2, NS(=O)(=O)c1ccc(CCBr)cc1. The product is COc1ccc2c(c1)N(C1CCN(CCc3ccc(S(N)(=O)=O)cc3)CC1)CC2. Reaction SMILES: [NH:1]1[CH2:2][CH2:3][CH:4]([N:7]2[CH2:8][CH2:9][c:10]3[cH:11][cH:12][c:13]([O:16][CH3:17])[cH:14][c:15]32)[CH2:5][CH2:6]1.[S:18]([NH2:19])(=[O:20])(=[O:21])[c:22]1[cH:23][cH:24][c:25]([CH2:26][CH2:27][Br:28])[cH:29][cH:30]1>>[N:1]1([CH2:27][CH2:26][c:25]2[cH:24][cH:23][c:22]([S:18]([NH2:19])(=[O:20])=[O:21])[cH:30][cH:29]2)[CH2:2][CH2:3][CH:4]([N:7]2[CH2:8][CH2:9][c:10]3[cH:11][cH:12][c:13]([O:16][CH3:17])[cH:14][c:15]32)[CH2:5][CH2:6]1. The reactants are C1CCOC1, CCOC(C)=O, Cl, CC(=O)C=Cc1ccccc1. The product is CCOC(=O)CC(C)(O)C=Cc1ccccc1. As a reaction SMILES: [CH2:19]1[O:20][CH2:21][CH2:22][CH2:23]1.[CH3:13][CH2:14][O:15][C:16]([CH3:17])=[O:18].[ClH:12].[c:1]1([CH:7]=[CH:8][C:9]([CH3:10])=[O:11])[cH:2][cH:3][cH:4][cH:5][cH:6]1>>[c:1]1([CH:7]=[CH:8][C:9]([CH3:10])([OH:11])[CH2:17][C:16]([O:15][CH2:14][CH3:13])=[O:18])[cH:2][cH:3][cH:4][cH:5][cH:6]1. As a reaction SMILES: [Cl:1][c:2]1[c:3](-[c:12]2[c:13]([N+:25]([O-:26])=[O:27])[c:14]([NH:18][CH:19]([CH2:20][CH3:21])[CH2:22][O:23][CH3:24])[n:15][cH:16][cH:17]2)[cH:4][c:5]([F:11])[c:6]([N:8]([CH3:9])[CH3:10])[cH:7]1.[OH2:31].[Sn:28]([Cl:29])[Cl:30]>>[Cl:1][c:2]1[c:3](-[c:12]2[c:13]([NH2:25])[c:14]([NH:18][CH:19]([CH2:20][CH3:21])[CH2:22][O:23][CH3:24])[n:15][cH:16][cH:17]2)[cH:4][c:5]([F:11])[c:6]([N:8]([CH3:9])[CH3:10])[cH:7]1. Product: CCC(COC)Nc1nccc(-c2cc(F)c(N(C)C)cc2Cl)c1N. The reactants are CCC(COC)Nc1nccc(-c2cc(F)c(N(C)C)cc2Cl)c1[N+](=O)[O-], O, Cl[Sn]Cl. Reactants: OC1=C2C=3C(=CC(=CC3C(C2=CC=C1)=O)OCCC)OC (5-hydroxy-2-propoxy-4-methoxy-fluoren-9-one), Cl.ClCCN(CC)CC (2-chloroethyldiethyl amine hydrochloride), C[O-].[Na+] (sodium methoxide). Run in CO (methanol), ClC1=CC=CC=C1 (chlorobenzene). Product: C(C)N(CCOC1=C2C=3C(=CC(=CC3C(C2=CC=C1)=O)OCCC)OC)CC (5-(2-diethylamino-ethoxy)-4-methoxy-2-propoxy-fluoren-9-one). Isolated yield 47.1%. As a reaction SMILES: [OH:1][C:2]1[CH:14]=[CH:13][CH:12]=[C:11]2[C:3]=1[C:4]1[C:5]([O:20][CH3:21])=[CH:6][C:7]([O:16][CH2:17][CH2:18][CH3:19])=[CH:8][C:9]=1[C:10]2=[O:15].Cl.Cl[CH2:24][CH2:25][N:26]([CH2:29][CH3:30])[CH2:27][CH3:28].C[O-].[Na+]>CO.ClC1C=CC=CC=1>[CH2:25]([N:26]([CH2:29][CH3:30])[CH2:27][CH2:28][O:1][C:2]1[CH:14]=[CH:13][CH:12]=[C:11]2[C:3]=1[C:4]1[C:5]([O:20][CH3:21])=[CH:6][C:7]([O:16][CH2:17][CH2:18][CH3:19])=[CH:8][C:9]=1[C:10]2=[O:15])[CH3:24] |f:1.2,3.4|. Reported procedure: In a manner analagous to Example 9B, react 5-hydroxy-2-propoxy-4-methoxy-fluoren-9-one (1.75 g, 6.1) in 5 mL methanol and 100 mL chlorobenzene with 2-chloroethyldiethyl amine hydrochloride (4.4 g, 25 mmole) and sodium methoxide (0.51 g, 9.5 mmole) and reflux for 2 hours then continue as in Example 9B to give 1.1 g. of the title compound (2.9 mmole, 47%). Reactants: C(CCC)C=1NC(=C(N1)C(CC)(C)O)C#N (2-butyl-5-cyano-4-(1-hydroxy-1-methylpropyl)imidazole), [H-].[Na+] (sodium hydride), C(C1=CC=CC=C1)(C1=CC=CC=C1)(C1=CC=CC=C1)N1N=NN=C1C1=C(C=CC=C1)C1=CC=C(CBr)C=C1 (4-[2-(trityltetrazol-5-yl)phenyl]benzyl bromide). The product is C(CCC)C=1N(C(=C(N1)C(CC)(C)O)C#N)CC1=CC=C(C=C1)C1=C(C=CC=C1)C1=NN=NN1C(C1=CC=CC=C1)(C1=CC=CC=C1)C1=CC=CC=C1 (2-Butyl-5-cyano-4-(1-hydroxy-1-methylpropyl)-1-{4-[2-(trityltetrazol-5-yl)phenyl]phenyl}methylimidazole). Yield: 72.0%. Reaction SMILES: [CH2:1]([C:5]1[NH:6][C:7]([C:15]#[N:16])=[C:8]([C:10]([OH:14])([CH3:13])[CH2:11][CH3:12])[N:9]=1)[CH2:2][CH2:3][CH3:4].[H-].[Na+].[C:19]([N:38]1[C:42]([C:43]2[CH:48]=[CH:47][CH:46]=[CH:45][C:44]=2[C:49]2[CH:56]=[CH:55][C:52]([CH2:53]Br)=[CH:51][CH:50]=2)=[N:41][N:40]=[N:39]1)([C:32]1[CH:37]=[CH:36][CH:35]=[CH:34][CH:33]=1)([C:26]1[CH:31]=[CH:30][CH:29]=[CH:28][CH:27]=1)[C:20]1[CH:25]=[CH:24][CH:23]=[CH:22][CH:21]=1>>[CH2:1]([C:5]1[N:6]([CH2:53][C:52]2[CH:51]=[CH:50][C:49]([C:44]3[CH:45]=[CH:46][CH:47]=[CH:48][C:43]=3[C:42]3[N:38]([C:19]([C:32]4[CH:37]=[CH:36][CH:35]=[CH:34][CH:33]=4)([C:26]4[CH:27]=[CH:28][CH:29]=[CH:30][CH:31]=4)[C:20]4[CH:25]=[CH:24][CH:23]=[CH:22][CH:21]=4)[N:39]=[N:40][N:41]=3)=[CH:56][CH:55]=2)[C:7]([C:15]#[N:16])=[C:8]([C:10]([OH:14])([CH3:13])[CH2:11][CH3:12])[N:9]=1)[CH2:2][CH2:3][CH3:4] |f:1.2|. Reported procedure: Following a procedure similar to that described in Example 18(a), but using 465 mg of 2-butyl-5-cyano-4-(1-hydroxy-1-methylpropyl)imidazole (prepared as described in Preparation 19), 92 mg of sodium hydride (as a 55% w/w dispersion in mineral oil) and 1.11 g of 4-[2-(trityltetrazol-5-yl)phenyl]benzyl bromide, 1.00 g of the title compound was obtained as a gum. Reactants: Cl.N=1C=CN2C1CCC(C2)C(=O)OCC (ethyl 5,6,7,8-tetrahydroimidazo[1,2-a]pyridine-6-carboxylate hydrochloride), [OH-].[Na+] (sodium hydroxide), O1CCCC1 (tetrahydrofuran), [H-].[Al+3].[Li+].[H-].[H-].[H-] (lithium aluminum hydride). Solvent: ClCCl (dichloromethane), O (water), O (water). Conditions: temperature 0 celsius, time 5 minute. The product is N=1C=CN2C1CCC(C2)CO (5,6,7,8-tetrahydroimidazo[1,2-a]pyridin-6-ylmethanol). The yield is 69.5%. Reaction SMILES: Cl.[N:2]1[CH:3]=[CH:4][N:5]2[CH2:10][CH:9]([C:11](OCC)=[O:12])[CH2:8][CH2:7][C:6]=12.O1CCCC1.[H-].[Al+3].[Li+].[H-].[H-].[H-].[OH-].[Na+]>ClCCl.O>[N:2]1[CH:3]=[CH:4][N:5]2[CH2:10][CH:9]([CH2:11][OH:12])[CH2:8][CH2:7][C:6]=12 |f:0.1,3.4.5.6.7.8,9.10|. Procedure: Suspend ethyl 5,6,7,8-tetrahydroimidazo[1,2-a]pyridine-6-carboxylate hydrochloride (5.74 g; 1.0 equiv; 24.88 mmoles) in dichloromethane (100 mL), and tetrahydrofuran (40 mL) and cool to 0° C. Add lithium aluminum hydride (1.77 g; 1.8 equiv; 44.79 mmoles) portionwise over 10 minutes. After an additional 5 minutes, allow the reaction mixture to warm to ambient temperature. After 15 minutes, cool the reaction mixture to 0° C. and slowly add water (1.77 mL), 15% sodium hydroxide solution (1.77 mL), ... The reactants are C1CCC2(C1)CC(=O)OC(=O)C2 (3,3-tetramethyleneglutaric anhydride), NC1=CC=NC=C1 (4-aminopyridine), C=1(C(=CC=CC1)C)C (xylene). Solvent: O (water). Yields the product N1=CC=C(C=C1)N1C(CC2(CCCC2)CC1=O)=O (8-(4-pyridyl)-8-azaspiro[4,5]decan-7,9-dione). Reaction SMILES: [CH2:1]1[CH2:5][C:4]2([CH2:12][C:10](=[O:11])[O:9][C:7](=O)[CH2:6]2)[CH2:3][CH2:2]1.[NH2:13][C:14]1[CH:19]=[CH:18][N:17]=[CH:16][CH:15]=1.C1(C)C(C)=CC=CC=1>O>[N:17]1[CH:18]=[CH:19][C:14]([N:13]2[C:7](=[O:9])[CH2:6][C:4]3([CH2:3][CH2:2][CH2:1][CH2:5]3)[CH2:12][C:10]2=[O:11])=[CH:15][CH:16]=1. Procedure details: The starting material is prepared as follows: The mixture of 200 g of 3,3-tetramethyleneglutaric anhydride, 57 g of 4-aminopyridine and 1,500 ml of xylene is stirred and refluxed on a water separator for 3 days. After cooling slightly, the xylene solution is decanted from a small amount of oily material, and after cooling in an ice bath, the collected residue dissolved in 1,500 ml of boiling ethanol, the solution cooled to 5°, filtered and the residue dried, to yield the 8-(4-pyridyl)-8-azaspiro... Starting materials: ClC1=C(C=C(C=C1)I)C (2-chloro-5-iodotoluene), C1(=CC=CC=C1)P(C1=CC=CC=C1)C1=CC=CC=C1 (triphenylphosphine), C(C#C)O (propargyl alcohol), C(C)(C)N(CC)C(C)C (diisopropylethylamine). Reagents/catalysts: [Cu]I (copper(I) iodide), C1=CC=C(C=C1)/C=C/C(=O)/C=C/C2=CC=CC=C2.C1=CC=C(C=C1)/C=C/C(=O)/C=C/C2=CC=CC=C2.C1=CC=C(C=C1)/C=C/C(=O)/C=C/C2=CC=CC=C2.C(Cl)(Cl)Cl.[Pd].[Pd] (tris(dibenzylideneacetone)dipalladium(0) chloroform adduct). Run in [Cl-].[Na+].O (brine), O1CCCC1 (tetrahydrofuran). Conditions: time 8 hour. The product is ClC1=C(C=C(C=C1)C#CCO)C (3-(4-chloro-3-methylphenyl)-2-propyne-1-ol). As a reaction SMILES: [Cl:1][C:2]1[CH:7]=[CH:6][C:5](I)=[CH:4][C:3]=1[CH3:9].C1(P(C2C=CC=CC=2)C2C=CC=CC=2)C=CC=CC=1.[CH2:29]([OH:32])[C:30]#[CH:31].C(N(C(C)C)CC)(C)C>[Cl-].[Na+].O.[Cu]I.C1C=CC(/C=C/C(/C=C/C2C=CC=CC=2)=O)=CC=1.C1C=CC(/C=C/C(/C=C/C2C=CC=CC=2)=O)=CC=1.C1C=CC(/C=C/C(/C=C/C2C=CC=CC=2)=O)=CC=1.C(Cl)(Cl)Cl.[Pd].[Pd].O1CCCC1>[Cl:1][C:2]1[CH:7]=[CH:6][C:5]([C:31]#[C:30][CH2:29][OH:32])=[CH:4][C:3]=1[CH3:9] |f:4.5.6,8.9.10.11.12.13|. Procedure: A mixture of 2-chloro-5-iodotoluene (5.00 g), copper(I) iodide (75.4 mg), triphenylphosphine (260 mg), tris(dibenzylideneacetone)dipalladium(0) chloroform adduct (410 mg), propargyl alcohol (1.29 ml), diisopropylethylamine (13.8 ml) and tetrahydrofuran (80 ml) was stirred at room temperature for 8 hr. The reaction mixture was added to brine, and the mixture was extracted with ethyl acetate, washed with saturated brine, and dried over anhydrous magnesium sulfate. The solvent was evaporated under ...